From a dataset of the Open Reaction Database (ORD), a public repository of structured organic reaction records. describe an organic reaction: reactants, conditions, products, and yield Product: COC1=CC=C2C=CC=C(C2=C1)CCNC(CC=1N=CNC1)=O (N-[2-(7-Methoxynaphth-1-Yl)Ethyl]-4-Imidazolylacetamide). Reactants: C([O-])([O-])=O.[K+].[K+] (potassium carbonate), Cl.COC1=CC=C2C=CC=C(C2=C1)CCN (2-(7-methoxynaphth-1-yl)ethylamine hydrochloride), Cl.N1C=NC(=C1)CC(=O)Cl (4-imidazoleacetyl chloride hydrochloride). RXN SMILES: Cl.[CH3:2][O:3][C:4]1[CH:13]=[C:12]2[C:7]([CH:8]=[CH:9][CH:10]=[C:11]2[CH2:14][CH2:15][NH2:16])=[CH:6][CH:5]=1.C(=O)([O-])[O-].[K+].[K+].Cl.[NH:24]1[CH:28]=[C:27]([CH2:29][C:30](Cl)=[O:31])[N:26]=[CH:25]1>C(Cl)(Cl)Cl.O>[CH3:2][O:3][C:4]1[CH:13]=[C:12]2[C:7]([CH:8]=[CH:9][CH:10]=[C:11]2[CH2:14][CH2:15][NH:16][C:30](=[O:31])[CH2:29][C:27]2[N:26]=[CH:25][NH:24][CH:28]=2)=[CH:6][CH:5]=1 |f:0.1,2.3.4,5.6,7.8|. Solvent: C(Cl)(Cl)Cl.O (chloroform water). Procedure details: 0.01 mol of 2-(7-methoxynaphth-1-yl)ethylamine hydrochloride is dissolved in 60 ml of a chloroform/water mixture, and 0.025 mol of potassium carbonate is added under magnetic agitation. The mixture is cooled, and 0.012 mol of 4-imidazoleacetyl chloride hydrochloride is added dropwise. The agitation is maintained for 30 minutes at room temperature and the chloroform phase is evaporated to dryness. The residue is then recrystallized. Starting materials: CCl, CC(C)(C)O, CC1CCCC(=Cc2ccccc2)C1=O, [I-], [K+], [K+], [OH-]. Yields the product CC1(C)CCCC(=Cc2ccccc2)C1=O. RXN SMILES: [CH3:20][Cl:21].[CH3:22][C:23]([OH:24])([CH3:25])[CH3:26].[CH3:5][CH:6]1[C:7](=[O:19])[C:8](=[CH:12][c:13]2[cH:14][cH:15][cH:16][cH:17][cH:18]2)[CH2:9][CH2:10][CH2:11]1.[I-:4].[K+:2].[K+:3].[OH-:1]>>[CH3:5][C:6]1([CH3:20])[C:7](=[O:19])[C:8](=[CH:12][c:13]2[cH:14][cH:15][cH:16][cH:17][cH:18]2)[CH2:9][CH2:10][CH2:11]1.